Dataset: the Open Reaction Database (ORD), a public repository of structured organic reaction records. Task: describe an organic reaction: reactants, conditions, products, and yield Reactants: O (water), ClC(C1=CC=CC=C1)C1=CC=CC=C1 (chlorodiphenylmethane), N(C)CC(=O)O (sarcosine), [OH-].[K+] (KOH), ClC(C1=CC=CC=C1)C1=CC=CC=C1 (chlorodiphenylmethane). Solvent: C(C)(C)O (isopropanol). Run at temperature 50 celsius, time 30 minute. Product: C1(=CC=CC=C1)C(N(C)CC(=O)O)C1=CC=CC=C1 (N-diphenylmethylsarcosine). Yield: 17.5%. Reaction SMILES: [NH:1]([CH2:3][C:4]([OH:6])=[O:5])[CH3:2].[OH-].[K+].Cl[CH:10]([C:17]1[CH:22]=[CH:21][CH:20]=[CH:19][CH:18]=1)[C:11]1[CH:16]=[CH:15][CH:14]=[CH:13][CH:12]=1.O>C(O)(C)C>[C:11]1([CH:10]([C:17]2[CH:22]=[CH:21][CH:20]=[CH:19][CH:18]=2)[N:1]([CH2:3][C:4]([OH:6])=[O:5])[CH3:2])[CH:16]=[CH:15][CH:14]=[CH:13][CH:12]=1 |f:1.2|. Reported procedure: In a 250 ml three-necked flask equipped with a magnetic stirrer, a thermometer, a dropping funnel and a condenser, a mixture of sarcosine (4.45 g; 50 mmol) and KOH (8.47 g; 151 mmol) in 70 ml of isopropanol is prepared by heating the mixture to 50° C. The medium remains cloudy after 30 minutes then chlorodiphenylmethane (10.7 ml; 60 mmol) is added over 30 minutes at 50° C. The mixture is heated for 5 hours at this temperature. The mixture is then left to cool down to ambient temperature. After t... Reactants: Brc1ccc2ccccc2c1, CCOC(=O)C(C#N)=C1CCN(Cc2ccccc2)CC1, CCOCC, [Cl-], [Mg], [NH4+], C1CCOC1. The product is CCOC(=O)C(C#N)C1(c2ccc3ccccc3c2)CCN(Cc2ccccc2)CC1. Reaction SMILES: [Br:1][c:2]1[cH:3][c:4]2[cH:5][cH:6][cH:7][cH:8][c:9]2[cH:10][cH:11]1.[CH2:13]([c:14]1[cH:15][cH:16][cH:17][cH:18][cH:19]1)[N:20]1[CH2:21][CH2:22][C:23](=[C:26]([C:27](=[O:28])[O:29][CH2:30][CH3:31])[C:32]#[N:33])[CH2:24][CH2:25]1.[CH3:36][CH2:37][O:38][CH2:39][CH3:40].[Cl-:34].[Mg:12].[NH4+:35].[O:41]1[CH2:42][CH2:43][CH2:44][CH2:45]1>>[c:2]1([C:23]2([CH:26]([C:27](=[O:28])[O:29][CH2:30][CH3:31])[C:32]#[N:33])[CH2:22][CH2:21][N:20]([CH2:13][c:14]3[cH:15][cH:16][cH:17][cH:18][cH:19]3)[CH2:25][CH2:24]2)[cH:3][c:4]2[cH:5][cH:6][cH:7][cH:8][c:9]2[cH:10][cH:11]1. Yields the product CS(=O)(=O)c1ccc(-c2nn(CC(N)=O)c(C(F)(F)F)c2-c2ccc(F)cc2)cc1. The reactants are C1CCOC1, CS(=O)(=O)c1ccc(-c2nn(CC(=O)O)c(C(F)(F)F)c2-c2ccc(F)cc2)cc1, [NH4+], [OH-], O. As a reaction SMILES: [CH2:33]1[O:34][CH2:35][CH2:36][CH2:37]1.[F:1][c:2]1[cH:3][cH:4][c:5](-[c:8]2[c:9](-[c:21]3[cH:22][cH:23][c:24]([S:27](=[O:28])(=[O:29])[CH3:30])[cH:25][cH:26]3)[n:10][n:11]([CH2:17][C:18](=[O:19])[OH:20])[c:12]2[C:13]([F:14])([F:15])[F:16])[cH:6][cH:7]1.[NH4+:31].[OH-:32].[OH2:38]>>[F:1][c:2]1[cH:3][cH:4][c:5](-[c:8]2[c:9](-[c:21]3[cH:22][cH:23][c:24]([S:27](=[O:28])(=[O:29])[CH3:30])[cH:25][cH:26]3)[n:10][n:11]([CH2:17][C:18](=[O:20])[NH2:31])[c:12]2[C:13]([F:14])([F:15])[F:16])[cH:6][cH:7]1. Starting materials: O=C(O)Cc1cc2cc(Cl)ccc2s1, CC(NC(=O)Cc1cc(F)cc(F)c1)C(=O)O, COC(=O)C(N)c1cc2cc(Cl)ccc2s1. Yields the product COC(=O)C(NC(=O)C(C)NC(=O)Cc1cc(F)cc(F)c1)c1cc2cc(Cl)ccc2s1. As a reaction SMILES: [Cl:34][c:35]1[cH:36][cH:37][c:38]2[s:39][c:40]([CH2:41][C:42]([OH:43])=[O:44])[cH:45][c:46]2[cH:47]1.[F:1][c:2]1[cH:3][c:4]([CH2:9][C:10](=[O:11])[NH:12][CH:13]([CH3:14])[C:15](=[O:16])[OH:17])[cH:5][c:6]([F:8])[cH:7]1.[NH2:18][CH:19]([C:20](=[O:21])[O:22][CH3:23])[c:24]1[s:25][c:26]2[c:27]([cH:28]1)[cH:29][c:30]([Cl:33])[cH:31][cH:32]2>>[F:1][c:2]1[cH:3][c:4]([CH2:9][C:10](=[O:11])[NH:12][CH:13]([CH3:14])[C:15](=[O:17])[NH:18][CH:19]([C:20](=[O:21])[O:22][CH3:23])[c:24]2[s:25][c:26]3[c:27]([cH:28]2)[cH:29][c:30]([Cl:33])[cH:31][cH:32]3)[cH:5][c:6]([F:8])[cH:7]1. Reactants: CO, COC(=O)CN(C)C(=S)c1cccc2c(Br)cccc12, Cl, [Na+], [OH-]. The product is CN(CC(=O)O)C(=S)c1cccc2c(Br)cccc12. As a reaction SMILES: [CH3:24][OH:25].[CH3:3][O:4][C:5]([CH2:6][N:7]([CH3:8])[C:9](=[S:10])[c:11]1[cH:12][cH:13][cH:14][c:15]2[c:16]([Br:21])[cH:17][cH:18][cH:19][c:20]12)=[O:22].[ClH:23].[Na+:2].[OH-:1]>>[O:4]=[C:5]([CH2:6][N:7]([CH3:8])[C:9](=[S:10])[c:11]1[cH:12][cH:13][cH:14][c:15]2[c:16]([Br:21])[cH:17][cH:18][cH:19][c:20]12)[OH:22]. The reactants are C(#N)C1=CC(=C(CC(C(=O)N)(C2=C(C=C(C=C2)OC)F)OCC)C=C1)[N+](=O)[O-] ((RS)-(4-cyano-2-nitro-benzyl)-2-ethoxy-2-(2-fluoro-4-methoxy-phenyl)-acetamide). Reagents/catalysts: [Pd] (palladium). Run in C1CCOC1 (THF), C(C)O (ethanol). Run at time 24 hour. Product: NC1=C(CC(C(=O)N)(C2=C(C=C(C=C2)OC)F)OCC)C=CC(=C1)C#N ((RS)-(2-amino-4-cyano-benzyl)-2-ethoxy-2-(2-fluoro-4-methoxy-phenyl)-acetamide). As a reaction SMILES: [C:1]([C:3]1[CH:25]=[CH:24][C:6]([CH2:7][C:8]([O:21][CH2:22][CH3:23])([C:12]2[CH:17]=[CH:16][C:15]([O:18][CH3:19])=[CH:14][C:13]=2[F:20])[C:9]([NH2:11])=[O:10])=[C:5]([N+:26]([O-])=O)[CH:4]=1)#[N:2]>C1COCC1.C(O)C.[Pd]>[NH2:26][C:5]1[CH:4]=[C:3]([C:1]#[N:2])[CH:25]=[CH:24][C:6]=1[CH2:7][C:8]([O:21][CH2:22][CH3:23])([C:12]1[CH:17]=[CH:16][C:15]([O:18][CH3:19])=[CH:14][C:13]=1[F:20])[C:9]([NH2:11])=[O:10]. Procedure details: To a stirred solution of (RS)-(4-cyano-2-nitro-benzyl)-2-ethoxy-2-(2-fluoro-4-methoxy-phenyl)-acetamide in THF (5 ml) and ethanol (15 ml) was added palladium/C (250 mg). After 24 hrs stirring at rt under hydrogen atmosphere the mixture was filtered, and the filtrate was concentrated to leave a light yellow foam. The crude product was purified by flash chromatography (cyclohexane=>cyclohexane/EtOAc 1:1) to give (RS)-(2-amino-4-cyano-benzyl)-2-ethoxy-2-(2-fluoro-4-methoxy-phenyl)-acetamide (4.45 g... The reactants are C(C1=CC=CC=C1)OC([C@H]1N(CCC1)C([C@@H](NS(=O)(=O)C1=C(C=CC=C1)[N+](=O)[O-])CCCCNC(=O)OCC1=CC=CC=C1)=O)=O (Nα -o-nitrobenzenesulfonyl-Nε -benzyloxycarbonyl-L-lysyl-L-proline benzylester), [H][H] (hydrogen). The reagents and catalysts are [C].[Pd] (palladium-carbon). Run in CO (methanol), O (water). Yields the product NC1=C(C=CC=C1)S(=O)(=O)N[C@@H](CCCCN)C(=O)N1[C@H](C(=O)O)CCC1 (Nα -o-aminobenzenesulfonyl-L-lysyl-L-proline). Yield: 91.1%. Reaction SMILES: C([O:8][C:9](=[O:46])[C@@H:10]1[CH2:14][CH2:13][CH2:12][N:11]1[C:15](=[O:45])[C@H:16]([CH2:30][CH2:31][CH2:32][CH2:33][NH:34]C(OCC1C=CC=CC=1)=O)[NH:17][S:18]([C:21]1[CH:26]=[CH:25][CH:24]=[CH:23][C:22]=1[N+:27]([O-])=O)(=[O:20])=[O:19])C1C=CC=CC=1.[H][H]>CO.[C].[Pd].O>[NH2:27][C:22]1[CH:23]=[CH:24][CH:25]=[CH:26][C:21]=1[S:18]([NH:17][C@H:16]([C:15]([N:11]1[CH2:12][CH2:13][CH2:14][C@H:10]1[C:9]([OH:46])=[O:8])=[O:45])[CH2:30][CH2:31][CH2:32][CH2:33][NH2:34])(=[O:20])=[O:19] |f:3.4|. Procedure details: Nα -o-nitrobenzenesulfonyl-Nε -benzyloxycarbonyl-L-lysyl-L-proline benzylester (5.82 g, 8.9 mmole) was dissolved in methanol (40 ml), and hydrogen gas was Passed through the solution in the presence of 5% palladium-carbon as a catalyst for 6 hours. The catalyst was removed by filtration, and the solvent was distilled off under reduced pressure. The residue thus obtained was dissolved in water (25 ml). The solution was washed with three 25 ml portions of diethyl ether and the water layer as separ... Starting materials: solution, C([O-])([O-])=O.[K+].[K+] (potassium carbonate), O (water), CC1=CC=C(O1)B(O)O ((5-methylfuran-2-yl)boronic acid), ClC1=NC2=CC=C(C=C2C(=C1)C(=O)NC=1C=NC=CC1)C1=CC=CC=C1 (2-chloro-6-phenyl-N-(pyridin-3-yl)quinoline-4-carboxamide), palladium(0)tetrakis triphenylphosphine. The solvent is hexanes, C(C)(=O)OCC (ethyl acetate), O1CCOCC1 (1,4-dioxane), C(C)(=O)OCC (ethyl acetate). Conditions: temperature 90 celsius, time 5 minute. Product: CC1=CC=C(O1)C1=NC2=CC=C(C=C2C(=C1)C(=O)NC=1C=NC=CC1)C1=CC=CC=C1 (2-(5-methylfuran-2-yl)-6-phenyl-N-(pyridin-3-yl)quinoline-4-carboxamide). RXN SMILES: Cl[C:2]1[CH:11]=[C:10]([C:12]([NH:14][C:15]2[CH:16]=[N:17][CH:18]=[CH:19][CH:20]=2)=[O:13])[C:9]2[C:4](=[CH:5][CH:6]=[C:7]([C:21]3[CH:26]=[CH:25][CH:24]=[CH:23][CH:22]=3)[CH:8]=2)[N:3]=1.C(=O)([O-])[O-].[K+].[K+].O.[CH3:34][C:35]1[O:39][C:38](B(O)O)=[CH:37][CH:36]=1>O1CCOCC1.C(OCC)(=O)C>[CH3:34][C:35]1[O:39][C:38]([C:2]2[CH:11]=[C:10]([C:12]([NH:14][C:15]3[CH:16]=[N:17][CH:18]=[CH:19][CH:20]=3)=[O:13])[C:9]3[C:4](=[CH:5][CH:6]=[C:7]([C:21]4[CH:26]=[CH:25][CH:24]=[CH:23][CH:22]=4)[CH:8]=3)[N:3]=2)=[CH:37][CH:36]=1 |f:1.2.3|. Procedure: To a round-bottomed flask under argon atmosphere was added 2-chloro-6-phenyl-N-(pyridin-3-yl)quinoline-4-carboxamide (0.100 g) in 1,4-dioxane (3 ml), and the vessel was purged with argon under stirring for 5 minutes. After 5 minutes, a 2N solution of potassium carbonate in water (11 eq) was added and the flask was purged with argon under stirring for 5 minutes. (5-methylfuran-2-yl)boronic acid (1.5 eq) was then added and the tube was purged with argon under stirring for 15 minutes. Finally, pall... Starting materials: C(#N)CC(=O)O (cyano acetic acid), C(\C=C\C1=CC=CC=C1)=O (trans-cinnamaldehyde), Cl (hydrochloric acid). Run in [OH-].[K+] (potassium hydroxide). Run at temperature 35 celsius, time 2 hour. Yields the product C(#N)C(C(=O)O)=CC=CC1=CC=CC=C1 (2-cyano-5-phenyl-2,4-pentadienoic acid). Isolated yield 90.0%. As a reaction SMILES: [C:1]([CH2:3][C:4]([OH:6])=[O:5])#[N:2].[CH:7](=O)/[CH:8]=[CH:9]/[C:10]1[CH:15]=[CH:14][CH:13]=[CH:12][CH:11]=1.Cl>[OH-].[K+]>[C:1]([C:3](=[CH:7][CH:8]=[CH:9][C:10]1[CH:15]=[CH:14][CH:13]=[CH:12][CH:11]=1)[C:4]([OH:6])=[O:5])#[N:2] |f:3.4|. Reported procedure: To a solution of cyano acetic acid in 200 ml of 10% aqueous potassium hydroxide was added trans-cinnamaldehyde (26 g). The mixture was stirred at 35° C. for 2 hrs. and acidified with 100 ml of conc. hydrochloric acid. The solid was collected and washed to yield 2-cyano-5-phenyl-2,4-pentadienoic acid (36 g, 90% yield), m.p. 196° C. Recrystallized from ethanol yielded pure product, m.p. 211° C. The reactants are BrCC(CC(=O)NC1[C@@H]2N(C(=C(CS2)C=2SC(=NN2)N(C)C)C(=O)OC(C2=CC=CC=C2)C2=CC=CC=C2)C1=O)=O (benzhydryl 7-(4-bromo-3-oxobutyrylamino)-3-(5-dimethylamino-1,3,4-thiadiazol-2-yl)-3-cephem-4-carboxylate), N(=O)[O-].[Na+] (sodium nitrite). Yields the product BrCC(C(C(=O)NC1[C@@H]2N(C(=C(CS2)C=2SC(=NN2)N(C)C)C(=O)OC(C2=CC=CC=C2)C2=CC=CC=C2)C1=O)=NO)=O (benzhydryl 7-(4-bromo-3-oxo-2-hydroxyiminobutyrylamino)-3-(5-dimethylamino-1,3,4-thiadiazol-2-yl)-3-cephem-4-carboxylate). Isolated yield 88.7%. RXN SMILES: [Br:1][CH2:2][C:3](=[O:41])[CH2:4][C:5]([NH:7][CH:8]1[C:39](=[O:40])[N:10]2[C:11]([C:23]([O:25][CH:26]([C:33]3[CH:38]=[CH:37][CH:36]=[CH:35][CH:34]=3)[C:27]3[CH:32]=[CH:31][CH:30]=[CH:29][CH:28]=3)=[O:24])=[C:12]([C:15]3[S:16][C:17]([N:20]([CH3:22])[CH3:21])=[N:18][N:19]=3)[CH2:13][S:14][C@H:9]12)=[O:6].[N:42]([O-])=[O:43].[Na+]>>[Br:1][CH2:2][C:3](=[O:41])[C:4](=[N:42][OH:43])[C:5]([NH:7][CH:8]1[C:39](=[O:40])[N:10]2[C:11]([C:23]([O:25][CH:26]([C:33]3[CH:38]=[CH:37][CH:36]=[CH:35][CH:34]=3)[C:27]3[CH:28]=[CH:29][CH:30]=[CH:31][CH:32]=3)=[O:24])=[C:12]([C:15]3[S:16][C:17]([N:20]([CH3:22])[CH3:21])=[N:18][N:19]=3)[CH2:13][S:14][C@H:9]12)=[O:6] |f:1.2|. Procedure details: By the same procedure as described in Example 1, 0.378 g of benzhydryl 7-(4-bromo-3-oxobutyrylamino)-3-(5-dimethylamino-1,3,4-thiadiazol-2-yl)-3-cephem-4-carboxylate was treated with 0.048 g of sodium nitrite to obtain 0.350 g powdery benzhydryl 7-(4-bromo-3-oxo-2-hydroxyiminobutyrylamino)-3-(5-dimethylamino-1,3,4-thiadiazol-2-yl)-3-cephem-4-carboxylate (syn-isomer).